This data is from the Open Reaction Database (ORD), a public repository of structured organic reaction records. The task is: describe an organic reaction: reactants, conditions, products, and yield Starting materials: C(C(C)[*:2])[*:1] (polypropylene), C(C(C)[*:2])[*:1] (polypropylene), C(C)(=O)OC(CCCC)C1=CC=CC=C1 (phenylpentanol acetate), C(C)(=O)OC(CC(C)C)C (2-methyl-4-pentanol acetate), C(C(C)[*:2])[*:1] (polypropylene). The product is CC(C1=CC=CC=C1)OC(=O)C (styrallyl acetate). As a reaction SMILES: C(OC(C)CC(C)C)(=O)C.[C:11]([O:14][CH:15]([C:20]1[CH:25]=[CH:24][CH:23]=[CH:22][CH:21]=1)[CH2:16]CCC)(=[O:13])[CH3:12]>>[CH3:16][CH:15]([O:14][C:11]([CH3:12])=[O:13])[C:20]1[CH:25]=[CH:24][CH:23]=[CH:22][CH:21]=1. Procedure details: 100 Pounds of polypropylene are heated to about 300° F. 15 pounds of 2-methyl-4-pentanol acetate prepared according to Example IV (bulked fractions 4-6) are added to the liquified polypropylene. The procedure is carried out in the apparatus shown in FIGS. 9 and 10. After mixing for about 8 minutes, the valve "V" is opened to allow the exit of polypropylene mixture which has been treated with the phenylpentanol acetate, whereby solid pellets having pronounced aromas described as "green, vegetativ... The reactants are CO.C[O-].[Na+] (sodium methoxide methanol), C(C)(=O)O.C(=N)N (formamidine acetate), FC(C(CC(=O)OCC)=O)CCCC (ethyl 4-fluoro-3-oxooctanoate). Run in CO (methanol). Conditions: temperature 60 celsius, time 5 hour. Yields the product FC(CCCC)C1=CC(NC=N1)=O (6-(1-fluoropentyl)-4-pyrimidone). Yield: 67.1%. As a reaction SMILES: CO.C[O-].[Na+].C(O)(=O)C.[CH:10]([NH2:12])=[NH:11].[F:13][CH:14]([CH2:23][CH2:24][CH2:25][CH3:26])[C:15](=O)[CH2:16][C:17](OCC)=[O:18]>CO>[F:13][CH:14]([C:15]1[N:12]=[CH:10][NH:11][C:17](=[O:18])[CH:16]=1)[CH2:23][CH2:24][CH2:25][CH3:26] |f:0.1.2,3.4|. Procedure: To a solution in which 3.80 g of ethyl 4-fluoro-3-oxooctanoate had been dissolved in 10 ml of methanol were added 8.97 g of a 28% sodium methoxide methanol solution and 3.72 g of formamidine acetate, and the mixture was stirred at 60° C. for 5 hours. Then, the reaction mixture was concentrated under reduced pressure. To the concentrated solution were added 30 ml of water and 5.0 g of conc. hydrochloric acid, followed by cooling the mixture to 10 C, and the precipitated crystals were separated by...